Dataset: the Open Reaction Database (ORD), a public repository of structured organic reaction records. Task: describe an organic reaction: reactants, conditions, products, and yield Reactants: CC(C(F)(F)F)C(C)(F)F (2-methyl-1,1,1,3,3-pentafluorobutane), S(O)(O)(=O)=O (sulfuric acid). The solvent is O (water). Yields the product CC(C(F)(F)F)(C(C)(F)F)O (2-methyl-1,1,1,3,3-pentafluoro-2-butanol). RXN SMILES: [CH3:1][CH:2]([C:7]([F:10])([F:9])[CH3:8])[C:3]([F:6])([F:5])[F:4].S(=O)(=O)(O)[OH:12]>O>[CH3:1][C:2]([OH:12])([C:7]([F:10])([F:9])[CH3:8])[C:3]([F:6])([F:5])[F:4]. Reported procedure: As another example, 2-methyl-1,1,1,3,3-pentafluoro-2-butanol may be prepared by fluorinating commercially available 2-methyl-1-buten-3-yne to form 2-methyl-1,2,3,4-tetrafluoro-1-butene which may then be reacted with hydrogen fluoride to form 2-methyl-1,2,3,3,4-pentafluorobutane. The 2-methyl-1,2,3,3,4-pentafluorobutane may then be dehalogenated to form 3-methyl-2,3,4-trifluoro-1-butene which may then be reacted with hydrogen fluoride to form 2-methyl-1,2,3,3-tetrafluorobutane. The 2-methyl-1,2,3... Starting materials: N#Cc1ccc(CBr)cc1, O=C([O-])[O-], CC#N, O=C1c2c(Cl)cc(CC3CCNCC3)cc2CN1Cc1ccc(OC(F)(F)F)cc1, [K+], [K+], O. Product: N#Cc1ccc(CN2CCC(Cc3cc(Cl)c4c(c3)CN(Cc3ccc(OC(F)(F)F)cc3)C4=O)CC2)cc1. Reaction SMILES: [C:1](#[N:2])[c:3]1[cH:4][cH:5][c:6]([CH2:7][Br:8])[cH:9][cH:10]1.[C:41](=[O:42])([O-:43])[O-:44].[CH3:47][C:48]#[N:49].[Cl:11][c:12]1[cH:13][c:14]([CH2:34][CH:35]2[CH2:36][CH2:37][NH:38][CH2:39][CH2:40]2)[cH:15][c:16]2[c:20]1[C:19](=[O:21])[N:18]([CH2:22][c:23]1[cH:24][cH:25][c:26]([O:29][C:30]([F:31])([F:32])[F:33])[cH:27][cH:28]1)[CH2:17]2.[K+:45].[K+:46].[OH2:50]>>[C:1](#[N:2])[c:3]1[cH:4][cH:5][c:6]([CH2:7][N:38]2[CH2:37][CH2:36][CH:35]([CH2:34][c:14]3[cH:13][c:12]([Cl:11])[c:20]4[c:16]([cH:15]3)[CH2:17][N:18]([CH2:22][c:23]3[cH:24][cH:25][c:26]([O:29][C:30]([F:31])([F:32])[F:33])[cH:27][cH:28]3)[C:19]4=[O:21])[CH2:40][CH2:39]2)[cH:9][cH:10]1. As a reaction SMILES: [O:1]=[C:2]1[NH:21][C:5]2=[N:6][C:7]3[CH:8]=[CH:9][C:10]([O:14][CH2:15][CH2:16][CH2:17][C:18]([OH:20])=O)=[CH:11][C:12]=3[CH:13]=[C:4]2[NH:3]1.[CH3:22][NH:23][CH:24]1[CH2:30][CH2:29][CH2:28][CH2:27][CH2:26][CH2:25]1>>[CH:24]1([N:23]([CH3:22])[C:18](=[O:20])[CH2:17][CH2:16][CH2:15][O:14][C:10]2[CH:9]=[CH:8][C:7]3[N:6]=[C:5]4[NH:21][C:2](=[O:1])[NH:3][C:4]4=[CH:13][C:12]=3[CH:11]=2)[CH2:30][CH2:29][CH2:28][CH2:27][CH2:26][CH2:25]1. The reactants are hydrochloride salt, O=C1NC=2C(=NC=3C=CC(=CC3C2)OCCCC(=O)O)N1 (4-[(2,3-dihydro-2-oxo-1H-imidazo[4,5-b]quinolin-7-yl)oxy]butyric acid), CNC1CCCCCC1 (N-methylcycloheptylamine). Reported procedure: This compound obtained as the hydrochloride salt, m.p. 180°-182° C., was prepared analogous to Example 15 from 4-[(2,3-dihydro-2-oxo-1H-imidazo[4,5-b]quinolin-7-yl)oxy]butyric acid and N-methylcycloheptylamine. Product: C1(CCCCCC1)N(C(CCCOC1=CC=2C=C3C(=NC2C=C1)NC(N3)=O)=O)C (N-Cycloheptyl-N-methyl-4-[(2,3-dihydro-2-oxo-1H-imidazo[4,5-b]quinolin-7-yl)oxy]butanamide).